From a dataset of the Open Reaction Database (ORD), a public repository of structured organic reaction records. describe an organic reaction: reactants, conditions, products, and yield The reactants are [OH-].[Na+] (sodium hydroxide), C(C)OC([C@H](CC1=CC(=CC=C1)OC[C@@H](COC1=C(C=C(C=C1)Cl)Cl)O)OC(C)C)=O (3-{3-[3-(2,4-Dichlorophenoxy)-2(S)-hydroxypropoxy]phenyl}-2(S)-isopropoxypropanoic acid ethyl ester), Cl (hydrochloric acid). Solvent: C(C)O (ethanol). Conditions: time 4 hour. The product is ClC1=C(OC[C@H](COC=2C=C(C=CC2)C[C@@H](C(=O)O)OC(C)C)O)C=CC(=C1)Cl (3-{3-[3-(2,4-Dichlorophenoxy)-2(S)-hydroxypropoxy]phenyl}-2(S)-isopropoxypropanoic acid). Isolated yield 96.7%. As a reaction SMILES: C([O:3][C:4](=[O:31])[C@@H:5]([O:27][CH:28]([CH3:30])[CH3:29])[CH2:6][C:7]1[CH:12]=[CH:11][CH:10]=[C:9]([O:13][CH2:14][C@H:15]([OH:26])[CH2:16][O:17][C:18]2[CH:23]=[CH:22][C:21]([Cl:24])=[CH:20][C:19]=2[Cl:25])[CH:8]=1)C.[OH-].[Na+].Cl>C(O)C>[Cl:25][C:19]1[CH:20]=[C:21]([Cl:24])[CH:22]=[CH:23][C:18]=1[O:17][CH2:16][C@@H:15]([OH:26])[CH2:14][O:13][C:9]1[CH:8]=[C:7]([CH2:6][C@H:5]([O:27][CH:28]([CH3:29])[CH3:30])[C:4]([OH:31])=[O:3])[CH:12]=[CH:11][CH:10]=1 |f:1.2|. Reported procedure: 220 mg of 3-{3-[3-(2,4-Dichlorophenoxy)-2(S)-hydroxypropoxy]phenyl}-2(S)-isopropoxypropanoic acid ethyl ester was dissolved in 4 ml of ethanol, followed by adding 1 ml of 1N sodium hydroxide. After standing as it was at room temperature for 4 hours, the solution was neutralized with 1N hydrochloric acid and extracted with ethylacetate. The organic layer was dried over anhydrous magnesium sulfate, and the solvent was evaporated. The residue was purified by silica gel column chromatography, to giv... Starting materials: C(N)(=O)C(C(C)C)(C)NCC1=C(C(=O)O)C=C(C=N1)CC (2-{[(1-carbamoyl-1,2-dimethylpropyl)amino]methyl}-5-ethylnicotinic acid), [Na] (sodium), BrBr (bromine). Run in C(C)(=O)O (acetic acid). Reaction conditions: time 16 hour. Yields the product C(C)C=1C=NC(=C(C(=O)O)C1)C=1NC(C(N1)(C)C(C)C)=O (5-ethyl-2-(4-isopropyl-4-methyl-5-oxo-2-imidazolin-2-yl)nicotinic acid). The yield is 51.2%. As a reaction SMILES: [C:1]([C:4]([NH:9][CH2:10][C:11]1[N:19]=[CH:18][C:17]([CH2:20][CH3:21])=[CH:16][C:12]=1[C:13]([OH:15])=[O:14])([CH3:8])[CH:5]([CH3:7])[CH3:6])(=[O:3])[NH2:2].[Na].BrBr>C(O)(=O)C>[CH2:20]([C:17]1[CH:18]=[N:19][C:11]([C:10]2[NH:2][C:1](=[O:3])[C:4]([CH:5]([CH3:7])[CH3:6])([CH3:8])[N:9]=2)=[C:12]([CH:16]=1)[C:13]([OH:15])=[O:14])[CH3:21] |^1:21|. Procedure: A mixture of 0.8 g of 2-{[(1-carbamoyl-1,2-dimethylpropyl)amino]methyl}-5-ethylnicotinic acid (2.7 mmol) and 0.56 g sodium acerate (6.8 mmol) in 10 mL acetic acid is warmed until homogeneous and cooled to room temperature. The solution is treated with 0.88 g bromine (5.45 mmol), and the reaction is stirred at 25° C. for 16 hours, then at 75° C. for three days. The reaction mixture is partitioned between CH2Cl2 and water, and the organic phase is dried and concentrated in vacuo. The residue is re... The reactants are NC(CC=1C=C(C=CC1)CO)C ([3-(2-amino-propyl) -phenyl]-methanol), CS(=O)C1=NC=CC(=N1)NC1=NC(=CC(N1C)=O)C1=CC=CC=C1 (2-(2-methanesulfinyl-pyrimidin-4-ylamino) -3-methyl-6-phenyl-3H-pyrimidin-4-one), CCOC(=O)C (EtOAc). Solvent: CN1CCCC1=O (NMP). Run at temperature 100 celsius. Product: OCC=1C=C(C=CC1)CC(C)NC1=NC=CC(=N1)NC1=NC(=CC(N1C)=O)C1=CC=CC=C1 (2-{2-[2-(3-Hydroxymethyl-phenyl)-1-methyl-ethylamino]-pyrimidin-4-ylamino}-3-methyl-6-phenyl-3H-pyrimidin-4-one). RXN SMILES: [NH2:1][CH:2]([CH3:12])[CH2:3][C:4]1[CH:5]=[C:6]([CH2:10][OH:11])[CH:7]=[CH:8][CH:9]=1.CS([C:16]1[N:21]=[C:20]([NH:22][C:23]2[N:28]([CH3:29])[C:27](=[O:30])[CH:26]=[C:25]([C:31]3[CH:36]=[CH:35][CH:34]=[CH:33][CH:32]=3)[N:24]=2)[CH:19]=[CH:18][N:17]=1)=O.CCOC(C)=O>CN1C(=O)CCC1>[OH:11][CH2:10][C:6]1[CH:5]=[C:4]([CH2:3][CH:2]([NH:1][C:16]2[N:21]=[C:20]([NH:22][C:23]3[N:28]([CH3:29])[C:27](=[O:30])[CH:26]=[C:25]([C:31]4[CH:32]=[CH:33][CH:34]=[CH:35][CH:36]=4)[N:24]=3)[CH:19]=[CH:18][N:17]=2)[CH3:12])[CH:9]=[CH:8][CH:7]=1. Reported procedure: A mixture of [3-(2-amino-propyl) -phenyl]-methanol (300 mg, 1.8 mmol) and 2-(2-methanesulfinyl-pyrimidin-4-ylamino) -3-methyl-6-phenyl-3H-pyrimidin-4-one (300 mg, 0.9 mmol) in NMP (8 mL) was heated to 100° C. for 16 h. The reaction was cooled to room temperature and EtOAc was added. The mixture was then washed with H2O three times, brine once, dried (MgSO4), filtered, concentrated under vacuum, and purified by preparative-scale TLC to give the product. M+1: 443. Starting materials: [Cr](=O)(=O)([O-])Cl.[NH+]1=CC=CC=C1 (Pyridinium chlorochromate), OC(C1=CC=CC=C1)C=1NC(C2=C(N1)C(=NN2C)CCC)=O (5-[α-hydroxybenzyl]-1-methyl-3-propyl-6,7-dihydro-1H-pyrazolo[4,3-d]pyrimidin-7-one). The solvent is ClCCl (dichloromethane). Run at time 3 hour. The product is CN1N=C(C=2N=C(NC(C21)=O)C(=O)C2=CC=CC=C2)CCC ((1-methyl-7-oxo-3-propyl-6,7-dihydro-1H-pyrazolo[4,3-d]pyrimidin-5-yl)(phenyl)methanone). RXN SMILES: [Cr](Cl)([O-])(=O)=O.[NH+]1C=CC=CC=1.[OH:12][CH:13]([C:20]1[NH:21][C:22](=[O:33])[C:23]2[N:28]([CH3:29])[N:27]=[C:26]([CH2:30][CH2:31][CH3:32])[C:24]=2[N:25]=1)[C:14]1[CH:19]=[CH:18][CH:17]=[CH:16][CH:15]=1>ClCCl>[CH3:29][N:28]1[C:23]2[C:22](=[O:33])[NH:21][C:20]([C:13]([C:14]3[CH:19]=[CH:18][CH:17]=[CH:16][CH:15]=3)=[O:12])=[N:25][C:24]=2[C:26]([CH2:30][CH2:31][CH3:32])=[N:27]1 |f:0.1|. Procedure: Pyridinium chlorochromate (400 mg, 0.00186 mol) was added to a solution of 5-[α-hydroxybenzyl]-1-methyl-3-propyl-6,7-dihydro-1H-pyrazolo[4,3-d]pyrimidin-7-one (200 mg, 0.00068 mol) in dichloromethane (50 ml) and the reaction stirred at room temperature for 3 hours. Reactants: O=Cc1nc(-c2ccccc2)c(-c2ccccc2)n1Cc1ccccc1, Cc1ccccc1, CCCCCC, CCOC(C)=O, O, OCCCO, Cc1ccc(S(=O)(=O)[O-])cc1, c1cc[nH+]cc1. The product is c1ccc(Cn2c(C3OCCCO3)nc(-c3ccccc3)c2-c2ccccc2)cc1. RXN SMILES: [CH2:1]([c:2]1[cH:3][cH:4][cH:5][cH:6][cH:7]1)[n:8]1[c:9]([CH:25]=[O:26])[n:10][c:11](-[c:19]2[cH:20][cH:21][cH:22][cH:23][cH:24]2)[c:12]1-[c:13]1[cH:14][cH:15][cH:16][cH:17][cH:18]1.[CH3:50][c:51]1[cH:52][cH:53][cH:54][cH:55][cH:56]1.[CH3:57][CH2:58][CH2:59][CH2:60][CH2:61][CH3:62].[CH3:63][CH2:64][O:65][C:66](=[O:67])[CH3:68].[OH2:49].[OH:27][CH2:28][CH2:29][CH2:30][OH:31].[c:32]1([CH3:33])[cH:34][cH:35][c:36]([S:37]([O-:38])(=[O:39])=[O:40])[cH:41][cH:42]1.[nH+:43]1[cH:44][cH:45][cH:46][cH:47][cH:48]1>>[CH2:1]([c:2]1[cH:3][cH:4][cH:5][cH:6][cH:7]1)[n:8]1[c:9]([CH:25]2[O:26][CH2:30][CH2:29][CH2:28][O:27]2)[n:10][c:11](-[c:19]2[cH:20][cH:21][cH:22][cH:23][cH:24]2)[c:12]1-[c:13]1[cH:14][cH:15][cH:16][cH:17][cH:18]1. Reactants: CO, Cl, NO, [Na+], O=C([O-])O, N#Cc1ccc2[nH]ncc2c1. Product: N=C(NO)c1ccc2[nH]ncc2c1. Reaction SMILES: [CH3:20][OH:21].[ClH:14].[NH2:12][OH:13].[Na+:19].[O-:15][C:16]([OH:17])=[O:18].[nH:1]1[n:2][cH:3][c:4]2[cH:5][c:6]([C:10]#[N:11])[cH:7][cH:8][c:9]12>>[nH:1]1[n:2][cH:3][c:4]2[cH:5][c:6]([C:10](=[NH:11])[NH:12][OH:13])[cH:7][cH:8][c:9]12. Reactants: C(C)NCC (diethylamine), C(#N)C1=C(C=CC=C1)O (2-cyanophenol), BrCCCCl (1-bromo-3-chloropropane). The product is C(C)N(CCCOC1=C(C#N)C=CC=C1)CC (2-[3-(diethylamino)propoxy]benzonitrile), crude product. The yield is 95.0%. As a reaction SMILES: [C:1]([C:3]1[CH:8]=[CH:7][CH:6]=[CH:5][C:4]=1[OH:9])#[N:2].Br[CH2:11][CH2:12][CH2:13]Cl.[CH2:15]([NH:17][CH2:18][CH3:19])[CH3:16]>>[CH2:15]([N:17]([CH2:18][CH3:19])[CH2:11][CH2:12][CH2:13][O:9][C:4]1[CH:5]=[CH:6][CH:7]=[CH:8][C:3]=1[C:1]#[N:2])[CH3:16]. Reported procedure: According to a similar manner as that in Reference Example 36 except that 2-cyanophenol, 1-bromo-3-chloropropane, and diethylamine were used, 2-[3-(diethylamino)propoxy]benzonitrile (95%) was obtained as a crude product. The product is CNC(=NS(C)(=O)=O)SC. As a reaction SMILES: [CH3:11][NH2:12].[CH3:13][CH2:14][OH:15].[CH3:1][S:2](=[O:3])(=[O:4])[N:5]=[C:6]([S:7][CH3:8])[S:9][CH3:10]>>[CH3:1][S:2](=[O:3])(=[O:4])[N:5]=[C:6]([S:7][CH3:8])[NH:12][CH3:11]. Reactants: CN, CCO, CSC(=NS(C)(=O)=O)SC. The reactants are COC1=CC=C(C=C1)[C@@H]1[C@H](CN[C@H](C1)C[C@@H](C)SC)OC(S(=O)(=O)C1=CC=C(C=C1)C)C=1C=CC2=C(N(CCO2)CCCOC)C1 (6-[(3R,4R,6R)-4-(4-methoxy-phenyl)-6-((R)-2-methylsulfanyl-propyl)-1-(toluene-4-sulfonyl)-piperidin-3-yloxymethyl]-4-(3-methoxy-propyl)-3,4-dihydro-2H-benzo[1,4]oxazine), C1=CC=CC2=CC=CC=C12 (naphthalene), [Na] (sodium). Solvent: C(OC)COC (dimethoxyethane), O (water). Yields the product COC1=CC=C(C=C1)[C@@H]1[C@H](CN[C@H](C1)C[C@@H](C)SC)OCC=1C=CC2=C(N(CCO2)CCCOC)C1 (6-[(3R,4R,6R)-4-(4-Methoxy-phenyl)-6-((R)-2-methylsulfanyl-propyl)-piperidin-3-yloxymethyl]-4-(3-methoxy-propyl)-3,4-dihydro-2H-benzo[1,4]oxazine). As a reaction SMILES: [CH3:1][O:2][C:3]1[CH:8]=[CH:7][C:6]([C@H:9]2[CH2:14][C@H:13]([CH2:15][C@H:16]([S:18][CH3:19])[CH3:17])[NH:12][CH2:11][C@@H:10]2[O:20][CH:21]([C:32]2[CH:33]=[CH:34][C:35]3[O:40][CH2:39][CH2:38][N:37]([CH2:41][CH2:42][CH2:43][O:44][CH3:45])[C:36]=3[CH:46]=2)S(C2C=CC(C)=CC=2)(=O)=O)=[CH:5][CH:4]=1.C1C2C(=CC=CC=2)C=CC=1.[Na]>C(COC)OC.O>[CH3:1][O:2][C:3]1[CH:8]=[CH:7][C:6]([C@H:9]2[CH2:14][C@H:13]([CH2:15][C@H:16]([S:18][CH3:19])[CH3:17])[NH:12][CH2:11][C@@H:10]2[O:20][CH2:21][C:32]2[CH:33]=[CH:34][C:35]3[O:40][CH2:39][CH2:38][N:37]([CH2:41][CH2:42][CH2:43][O:44][CH3:45])[C:36]=3[CH:46]=2)=[CH:5][CH:4]=1 |^1:56|. Procedure details: To a solution of 92 mg of 6-[(3R,4R,6R)-4-(4-methoxy-phenyl)-6-((R)-2-methylsulfanyl-propyl)-1-(toluene-4-sulfonyl)-piperidin-3-yloxymethyl]-4-(3-methoxy-propyl)-3,4-dihydro-2H-benzo[1,4]oxazine (diastereomer 1) in 2.0 ml of dimethoxyethane are added 100 mg of naphthalene and 20 mg of sodium. The reaction mixture is sonicated for 10 minutes, diluted with water and extracted with dichloromethane. The organic phases are combined, dried over sodium sulfate and concentrated under reduced pressure. T...